describe an organic reaction: reactants, conditions, products, and yield From a dataset of the Open Reaction Database (ORD), a public repository of structured organic reaction records. Reactants: COC(=O)C=1SC(=CC1NC(CO)C)C1=CC=CC=C1 (3-(2-Hydroxy-1-methyl-ethylamino)-5-phenyl-thiophene-2-carboxylic acid methyl ester), C(C)OC(=O)[N+](=[N-])C(=O)OCC (diethyldiazodicarboxylate), C1(=CC=CC=C1)P(=O)(C1=CC=CC=C1)N=[N+]=[N-] (diphenylphosphoryl azide), C1(=CC=CC=C1)P(C1=CC=CC=C1)C1=CC=CC=C1 (triphenyl phosphine), alcohol. Procedure: A mixture of 3-(2-Hydroxy-1-methyl-ethylamino)-5-phenyl-thiophene-2-carboxylic acid methyl ester (213 mg, 0.257 mmol), diethyldiazodicarboxylate (250 μL, 1.59 mmol, 2 eq), diphenylphosphoryl azide (343 μL, 1.59 mmol, 2 eq) and triphenyl phosphine (417 mg, 1.59 mmol, 2 eq) was stirred at 21° until all starting alcohol was consumed. The reaction was evaporated to dryness and the crude residue purified on biotage with 5% EtOAc/hexane followed by 100% toluene as eluent. 3-(2-Azido-1-methyl-ethylamin... Isolated yield 78.0%. Reaction SMILES: [CH3:1][O:2][C:3]([C:5]1[S:6][C:7]([C:15]2[CH:20]=[CH:19][CH:18]=[CH:17][CH:16]=2)=[CH:8][C:9]=1[NH:10][CH:11]([CH3:14])[CH2:12]O)=[O:4].C(OC([N+](C(OCC)=O)=[N-])=O)C.C1(P([N:47]=[N+:48]=[N-:49])(C2C=CC=CC=2)=O)C=CC=CC=1.C1(P(C2C=CC=CC=2)C2C=CC=CC=2)C=CC=CC=1>>[CH3:1][O:2][C:3]([C:5]1[S:6][C:7]([C:15]2[CH:20]=[CH:19][CH:18]=[CH:17][CH:16]=2)=[CH:8][C:9]=1[NH:10][CH:11]([CH3:14])[CH2:12][N:47]=[N+:48]=[N-:49])=[O:4]. The product is COC(=O)C=1SC(=CC1NC(CN=[N+]=[N-])C)C1=CC=CC=C1 (3-(2-Azido-1-methyl-ethylamino)-5-phenyl-thiophene-2-carboxylic acid methyl ester), solid. Reactants: C(C)(C)N=C=O (isopropyl isocyanate), FC=1C(NC(NC1)=O)=O (5-fluorouracil), O (water). Run in CS(=O)C (dimethyl sulfoxide). Run at time 15 hour. Product: FC=1C(NC(N(C1)C(NC(C)C)=O)=O)=O (5-fluoro-1-(iso-propylcarbamoyl)-uracil). The yield is 68.3%. Reaction SMILES: [F:1][C:2]1[C:3](=[O:9])[NH:4][C:5](=[O:8])[NH:6][CH:7]=1.[CH:10]([N:13]=[C:14]=[O:15])([CH3:12])[CH3:11].O>CS(C)=O>[F:1][C:2]1[C:3](=[O:9])[NH:4][C:5](=[O:8])[N:6]([C:14](=[O:15])[NH:13][CH:10]([CH3:12])[CH3:11])[CH:7]=1. Reported procedure: 13.0g (0.1 mole) of 5-fluorouracil was dissolved in 100ml of dimethyl sulfoxide, then 9.4g (0.11mole) of isopropyl isocyanate was added thereto at room temperature and stirred at the same temperature for 15 hours. The reaction mixture was poured into 800ml of water. The resultant precipitate was filtered off, washed with water and dried to give 14.7g (68.5% yield) of 5-fluoro-1-(iso-propylcarbamoyl)-uracil melting at 275°-285° C (decomposition). The reactants are Cl.Cl.CC=1C=C2C(=NC1C)NC([C@]21CNCC=C1)=O ((S)-5,6-Dimethylspiro[7-azaindoline-3,3′-(1,2,3,6-tetrahydropyridin)]-2-one dihydrochloride), compound, Cl (HCl). Run in methanol-ether. Product: Cl.CC=1C=C2C(=NC1C)NC([C@]21CNCC=C1)=O ((S)-5,6-Dimethylspiro[7-azaindoline-3,3′-(1,2,3,6-tetrahydropyridin)]-2-one Hydrochloride). As a reaction SMILES: [ClH:1].Cl.[CH3:3][C:4]1[CH:5]=[C:6]2[C@:13]3([CH:18]=[CH:17][CH2:16][NH:15][CH2:14]3)[C:12](=[O:19])[NH:11][C:7]2=[N:8][C:9]=1[CH3:10].Cl>>[ClH:1].[CH3:3][C:4]1[CH:5]=[C:6]2[C@:13]3([CH:18]=[CH:17][CH2:16][NH:15][CH2:14]3)[C:12](=[O:19])[NH:11][C:7]2=[N:8][C:9]=1[CH3:10] |f:0.1.2,4.5|. Reported procedure: (S)-5,6-Dimethylspiro[7-azaindoline-3,3′-(1,2,3,6-tetrahydropyridin)]-2-one dihydrochloride. The compound from STEP E, second peak (190 mg), was deprotected using 0.5 M HCl in methanol-ether at room temperature for 15 h. Evaporation of solvents gave the title compound in quantitative yield. It is tentatively assigned the S configuration based on its elution pattern on the chiral column. MS (TSP+) m/z [M+H]+: 230. 1H-NMR (d4-MeOH): 7.80 (s, 1H), 6.11 (d, 1H), 5.54 (d, 1H), 3.75 (m, 2H), 3.52 (dd,... The reactants are ClC1=NC=C(C=C1)[N+](=O)[O-] (2-chloro-5-nitro-pyridine), CN(C)C=O (DMF), [H-].[Na+] (NaH), C(C)(C)O (isopropanol). Procedure: To a solution of 2-chloro-5-nitro-pyridine (450 mg, 2.84 mmol) in isopropanol (10 mL)/DMF (7 mL) was added 60% NaH (57 mg). The mixture was stirred at 80° C. for 4 h and the organic solvents were evaporated under reduced pressure. The residue was partitioned between EtOAc and water. The EtOAc extracts were dried (Na2SO4) and evaporated. The crude product was used for the next step reaction without further purification. 1H NMR (300 MHz, CDCl3) δ 9.06 (d, J=2.81 Hz, 1H), 8.32 (dd, J=8.79 and 2.53 ... RXN SMILES: Cl[C:2]1[CH:7]=[CH:6][C:5]([N+:8]([O-:10])=[O:9])=[CH:4][N:3]=1.CN(C=O)C.[H-].[Na+].[CH:18]([OH:21])([CH3:20])[CH3:19]>>[CH:18]([O:21][C:2]1[CH:7]=[CH:6][C:5]([N+:8]([O-:10])=[O:9])=[CH:4][N:3]=1)([CH3:20])[CH3:19] |f:2.3|. The product is C(C)(C)OC1=NC=C(C=C1)[N+](=O)[O-] (2-Isopropoxy-5-nitro-pyridine). Conditions: temperature 80 celsius, time 4 hour.